This data is from the Open Reaction Database (ORD), a public repository of structured organic reaction records. The task is: describe an organic reaction: reactants, conditions, products, and yield Reactants: C(=O)(OC)[C@@H]1[C@]2(CC(=O)O)[C@@H](CC1)[C@@H]1CN(C3=CC(C=C[C@]3(C)[C@H]1CC2)=O)C(C)(C)C (17β-carbomethoxy-6-t-butylcarboxy-6-azaandrost-1,4-dien-3-one), C(C)NCC (diethylamine). The product is C(C)N(C(=O)[C@@H]1[C@]2(CC(=O)O)[C@@H](CC1)[C@@H]1CN(C3=CC(C=C[C@]3(C)[C@H]1CC2)=O)C(C)(C)C)CC (17β-N,N-diethylcarbamoyl-6-t-butylcarboxy-6-azaandrost-1,4-dien-3-one). Isolated yield 50.0%. RXN SMILES: [C:1]([C@H:5]1[CH2:13][CH2:12][C@H:11]2[C@H:14]3[C@H:24]([CH2:25][CH2:26][C@:6]12[CH2:7][C:8]([OH:10])=[O:9])[C@:22]1([CH3:23])[C:17](=[CH:18][C:19](=[O:27])[CH:20]=[CH:21]1)[N:16]([C:28]([CH3:31])([CH3:30])[CH3:29])[CH2:15]3)(OC)=[O:2].[CH2:32]([NH:34][CH2:35][CH3:36])[CH3:33]>>[CH2:32]([N:34]([CH2:35][CH3:36])[C:1]([C@H:5]1[CH2:13][CH2:12][C@H:11]2[C@H:14]3[C@H:24]([CH2:25][CH2:26][C@:6]12[CH2:7][C:8]([OH:10])=[O:9])[C@:22]1([CH3:23])[C:17](=[CH:18][C:19](=[O:27])[CH:20]=[CH:21]1)[N:16]([C:28]([CH3:31])([CH3:30])[CH3:29])[CH2:15]3)=[O:2])[CH3:33]. Procedure: The crude 17β-carbomethoxy-6-t-butylcarboxy-6-azaandrost-1,4-dien-3-one (1.50 g, 3.50 mmol), prepared in part A, is hydrolyzed as in Example 3, part F and then coupled with diethylamine as described in Example 1, part A to give after chromatography (50% ethyl acetate/hexanes) 17β-N,N-diethylcarbamoyl-6-t-butylcarboxy-6-azaandrost-1,4-dien-3-one as a white foam; yield: 1.07 g (65%). Anal. Calcd. for C28H42N2O4 ; C, 71.45; H, 9.00; N, 5.95. Found C, 71.38; H, 9.07; N, 5.90. Reactants: CC[Zn]CC, C[Si](C)(C)OC1=CCCCC1, CCCCCC, [Cl-], ICI, [NH4+]. Product: C[Si](C)(C)OC12CCCCC1C2. As a reaction SMILES: [CH3:12][CH2:13][Zn:14][CH2:15][CH3:16].[CH3:1][Si:2]([O:3][C:4]1=[CH:5][CH2:6][CH2:7][CH2:8][CH2:9]1)([CH3:10])[CH3:11].[CH3:22][CH2:23][CH2:24][CH2:25][CH2:26][CH3:27].[Cl-:20].[I:17][CH2:18][I:19].[NH4+:21]>>[CH3:1][Si:2]([O:3][C:4]12[CH2:5][CH2:6][CH2:7][CH2:8][CH:9]1[CH2:12]2)([CH3:10])[CH3:11]. The reactants are COC(=O)CCc1ccc(S(C)=O)cc1, ClCCl, NC(=O)C(F)(F)F. Yields the product COC(=O)CCc1ccc(S(C)(=O)=NC(=O)C(F)(F)F)cc1. RXN SMILES: [CH3:1][S:2](=[O:3])[c:4]1[cH:5][cH:6][c:7]([CH2:10][CH2:11][C:12](=[O:13])[O:14][CH3:15])[cH:8][cH:9]1.[Cl:23][CH2:24][Cl:25].[F:16][C:17]([C:18](=[O:19])[NH2:20])([F:21])[F:22]>>[CH3:1][S:2](=[O:3])([c:4]1[cH:5][cH:6][c:7]([CH2:10][CH2:11][C:12](=[O:13])[O:14][CH3:15])[cH:8][cH:9]1)=[N:20][C:18]([C:17]([F:16])([F:21])[F:22])=[O:19]. Reactants: C1=CC=C(C=C1)NNC(=S)N=NC2=CC=CC=C2 (dithizone), C1=CC=C(C=C1)NNC(=S)N=NC2=CC=CC=C2 (dithizone), NC(=O)OCC (urethane). Run in C(C=1C(C(=O)OCC(C)C)=CC=CC1)(=O)OCC(C)C (di-isobutyl phthalate). The product is C1=CC=C(C=C1)NNC(=S)N=NC2=CC=CC=C2 (dithizone), C1(=CC=CC=C1)N(NC(=S)N=N)C1=CC=CC=C1 (diphenylthiocarbazone). As a reaction SMILES: [CH:1]1[CH:6]=[CH:5][C:4]([NH:7][NH:8][C:9]([N:11]=[N:12][C:13]2[CH:18]=[CH:17][CH:16]=[CH:15][CH:14]=2)=[S:10])=[CH:3][CH:2]=1.NC(O[CH2:23][CH3:24])=O>C(OCC(C)C)(=O)C1C(=CC=CC=1)C(OCC(C)C)=O>[CH:16]1[CH:15]=[CH:14][C:13]([NH:12][NH:11][C:9]([N:8]=[N:7][C:4]2[CH:5]=[CH:6][CH:1]=[CH:2][CH:3]=2)=[S:10])=[CH:18][CH:17]=1.[C:24]1([N:12]([C:13]2[CH:14]=[CH:15][CH:16]=[CH:17][CH:18]=2)[NH:11][C:9]([N:8]=[NH:7])=[S:10])[CH:23]=[CH:3][CH:2]=[CH:1][CH:6]=1. Procedure details: A solution of dithizone, (diphenylthiocarbazone, C6H5NHNHCSN.NC6H5) was prepared by dissolving 0.025 gr. dithizone in 50 ml of di-isobutyl phthalate. Washed urethane foam cubes (prepared or described above) were impregnated by placing 1.0g cubes and 3ml of dithizone solution in a plastic bag and kneading until a uniform color developed on the cube. Excess solution was removed by blotting with sheets of whatman filter paper to give a finished cube of bright green color.